Dataset: the Open Reaction Database (ORD), a public repository of structured organic reaction records. Task: describe an organic reaction: reactants, conditions, products, and yield The reactants are [N+](=O)([O-])C1=CC=C2CCNC(C2=C1)=O (7-nitro-3,4-dihydro-2H-isoquinolin-1-one), IC=1C=NC=CC1C (3-iodo-4-methyl-pyridine), trans-N,N′-dimethyl-cyclohexyl-1,2-diamine, P(=O)([O-])([O-])[O-].[K+].[K+].[K+] (potassium phosphate). Reagents/catalysts: [Cu](I)I (copper iodide). Solvent: O1CCOCC1 (1,4-dioxane). Product: CC1=C(C=NC=C1)N1C(C2=CC(=CC=C2CC1)[N+](=O)[O-])=O (2-(4-Methyl-pyridin-3-yl)-7-nitro-3,4-dihydro-2H-isoquinolin-1-one). Isolated yield 16.9%. As a reaction SMILES: [N+:1]([C:4]1[CH:13]=[C:12]2[C:7]([CH2:8][CH2:9][NH:10][C:11]2=[O:14])=[CH:6][CH:5]=1)([O-:3])=[O:2].I[C:16]1[CH:17]=[N:18][CH:19]=[CH:20][C:21]=1[CH3:22].P([O-])([O-])([O-])=O.[K+].[K+].[K+]>[Cu](I)I.O1CCOCC1>[CH3:22][C:21]1[CH:20]=[CH:19][N:18]=[CH:17][C:16]=1[N:10]1[CH2:9][CH2:8][C:7]2[C:12](=[CH:13][C:4]([N+:1]([O-:3])=[O:2])=[CH:5][CH:6]=2)[C:11]1=[O:14] |f:2.3.4.5|. Procedure details: Using analogous reaction conditions as described in Example 1, 7-nitro-3,4-dihydro-2H-isoquinolin-1-one (I-24a: 600 mg, 3.125 mmol) was reacted with 3-iodo-4-methyl-pyridine (684.3 mg, 3.125 mmol), 1,4-dioxane (10 mL), copper iodide (59.5 mg, 0.3125 mmol), trans-N,N′-dimethyl-cyclohexyl-1,2-diamine (147.5 mL, 0.9375 mmol) and potassium phosphate (1.65 g, 7.8125 mmol) to afford the crude product. Purification by column chromatography on silica gel (50% ethylacetate in hexane) afforded 150 mg of t... The product is Nc1ncnc2c1ncn2C1CCC1CO. The reactants are [Al+3], Nc1ncnc2c1ncn2C1CCC1COCc1ccccc1, COc1ccccc1, CO, [Cl-], [Cl-], [Cl-]. As a reaction SMILES: [Al+3:33].[CH2:1]([c:2]1[cH:3][cH:4][cH:5][cH:6][cH:7]1)[O:8][CH2:9][CH:10]1[CH2:11][CH2:12][CH:13]1[n:14]1[c:15]2[n:16][cH:17][n:18][c:19]([NH2:23])[c:20]2[n:21][cH:22]1.[CH3:24][O:25][c:26]1[cH:27][cH:28][cH:29][cH:30][cH:31]1.[CH3:36][OH:37].[Cl-:32].[Cl-:34].[Cl-:35]>>[OH:8][CH2:9][CH:10]1[CH2:11][CH2:12][CH:13]1[n:14]1[c:15]2[n:16][cH:17][n:18][c:19]([NH2:23])[c:20]2[n:21][cH:22]1. Starting materials: C(C(C)C)N1C=NC=2C=NC=3C=CC=CC3C21 (1-isobutyl-1H-imidazo[4,5-c]quinoline), C(C)(=O)OO (peracetic acid). Run in C1(=CC=CC=C1)C (toluene). The product is C(C(C)C)[N+]1(C=NC=2C=NC=3C=CC=CC3C21)[O-] (1-isobutyl-1H-imidazo[4,5-c]quinoline N-oxide). RXN SMILES: [CH2:1]([N:5]1[C:17]2[C:16]3[CH:15]=[CH:14][CH:13]=[CH:12][C:11]=3[N:10]=[CH:9][C:8]=2[N:7]=[CH:6]1)[CH:2]([CH3:4])[CH3:3].C(OO)(=[O:20])C>C1(C)C=CC=CC=1>[CH2:1]([N+:5]1([O-:20])[C:17]2[C:16]3[CH:15]=[CH:14][CH:13]=[CH:12][C:11]=3[N:10]=[CH:9][C:8]=2[N:7]=[CH:6]1)[CH:2]([CH3:4])[CH3:3]. Procedure details: The oxidation of 1-isobutyl-1H-imidazo[4,5-c]quinoline produced in Example 3 is carried out in toluene at 40-45° C. using peracetic acid as oxidant to produce 1-isobutyl-1H-imidazo[4,5-c]quinoline N-oxide. The product is isolated by filtration after addition of a sodium sulfate solution and ammonium hydroxide. The reactants are CC(C)N, CN(C)C=O, CCc1nnc2c(Cl)nc3ccccc3n12. Product: CCc1nnc2c(NC(C)C)nc3ccccc3n12. As a reaction SMILES: [CH3:1][CH:2]([CH3:3])[NH2:4].[CH3:21][N:22]([CH3:23])[CH:24]=[O:25].[Cl:5][c:6]1[c:7]2[n:8]([c:9]3[cH:10][cH:11][cH:12][cH:13][c:14]3[n:15]1)[c:16]([CH2:19][CH3:20])[n:17][n:18]2>>[CH3:1][CH:2]([CH3:3])[NH:4][c:6]1[c:7]2[n:8]([c:9]3[cH:10][cH:11][cH:12][cH:13][c:14]3[n:15]1)[c:16]([CH2:19][CH3:20])[n:17][n:18]2. Reactants: FC(C1=C(CN2N=CC3=CC(=CC=C23)C=C2C(N=C(S2)SC)=O)C=CC(=C1)C(F)(F)F)(F)F (5-[1-(2,4-bis-trifluoromethyl-benzyl)-1H-indazol-5-ylmethylene]-2-methylsulfanyl-thiazol-4-one), N1C[C@@H](CCC1)C(=O)O (piperidine-3-(R)-carboxylic acid). The product is FC(C1=C(CN2N=CC3=CC(=CC=C23)C=C2C(N=C(S2)N2C[C@@H](CCC2)C(=O)O)=O)C=CC(=C1)C(F)(F)F)(F)F (1-{5-[1-(2,4-Bis-trifluoromethyl-benzyl)-1H-indazol-5-ylmethylene]-4-oxo-4,5-dihydro-thiazol-2-yl}-piperidine-3-(R)-carboxylic acid). As a reaction SMILES: [F:1][C:2]([F:33])([F:32])[C:3]1[CH:27]=[C:26]([C:28]([F:31])([F:30])[F:29])[CH:25]=[CH:24][C:4]=1[CH2:5][N:6]1[C:14]2[C:9](=[CH:10][C:11]([CH:15]=[C:16]3[S:20][C:19](SC)=[N:18][C:17]3=[O:23])=[CH:12][CH:13]=2)[CH:8]=[N:7]1.[NH:34]1[CH2:39][CH2:38][CH2:37][C@@H:36]([C:40]([OH:42])=[O:41])[CH2:35]1>>[F:33][C:2]([F:1])([F:32])[C:3]1[CH:27]=[C:26]([C:28]([F:29])([F:31])[F:30])[CH:25]=[CH:24][C:4]=1[CH2:5][N:6]1[C:14]2[C:9](=[CH:10][C:11]([CH:15]=[C:16]3[S:20][C:19]([N:34]4[CH2:39][CH2:38][CH2:37][C@@H:36]([C:40]([OH:42])=[O:41])[CH2:35]4)=[N:18][C:17]3=[O:23])=[CH:12][CH:13]=2)[CH:8]=[N:7]1. Procedure: 1-{5-[1-(2,4-Bis-trifluoromethyl-benzyl)-1H-indazol-5-ylmethylene]-4-oxo-4,5-dihydro-thiazol-2-yl}-piperidine-3-(R)-carboxylic acid was prepared from 5-[1-(2,4-bis-trifluoromethyl-benzyl)-1H-indazol-5-ylmethylene]-2-methylsulfanyl-thiazol-4-one and piperidine-3-(R)-carboxylic acid following General Procedure C. Starting materials: O (water), C(C1=CC=CC=C1)(=O)C1=C(C2=C(S1)C=CC=C2)O (2-benzoyl-benzo[b]thiophen-3-ol), P(Cl)(Cl)(Cl)(Cl)Cl (phosphorus(V) chloride), CN(CCN)C (N,N-dimethyl-ethylenediamine). The solvent is C(C)(=O)OCC (ethyl acetate). The product is CN(CCN\C(=C\1/C(C2=C(S1)C=CC=C2)=O)\C2=CC=CC=C2)C ((E)-2-{[[2-(Dimethylamino)ethyl]amino]phenylmethylene}benzo-[b]thiophen-3(2H)-one). The yield is 42.0%. RXN SMILES: [C:1]([C:9]1[S:13][C:12]2[CH:14]=[CH:15][CH:16]=[CH:17][C:11]=2[C:10]=1[OH:18])(=O)[C:2]1[CH:7]=[CH:6][CH:5]=[CH:4][CH:3]=1.P(Cl)(Cl)(Cl)(Cl)Cl.[CH3:25][N:26]([CH3:30])[CH2:27][CH2:28][NH2:29].O>C(OCC)(=O)C>[CH3:25][N:26]([CH3:30])[CH2:27][CH2:28][NH:29]/[C:1](/[C:2]1[CH:7]=[CH:6][CH:5]=[CH:4][CH:3]=1)=[C:9]1\[C:10](=[O:18])[C:11]2[CH:17]=[CH:16][CH:15]=[CH:14][C:12]=2[S:13]\1. Reported procedure: Prepared as in Example 1 from 2-benzoyl-benzo[b]thiophen-3-ol, phosphorus(V) chloride and a solution of 2 parts by volume of N,N-dimethyl-ethylenediamine in 3 parts by volume of water with a yield of 42% of theory. Orange yellow crystals; m.p. 123°-125° C. (ethyl acetate). Reactants: C(C)(C)N1CCOC2=C(C1)C=C(C=C2)[N+](=O)[O-] (4-isopropyl-7-nitro-2,3,4,5-tetrahydro-1,4-benzoxazepine), C(C)(=O)O (acetic acid), [OH-].[NH4+] (ammonium hydroxide). The reagents and catalysts are [Zn] (zinc). The solvent is CO (methanol), O (water). Run at time 3 hour. Product: C(C)(C)N1CCOC2=C(C1)C=C(C=C2)N (4-Isopropyl-2,3,4,5-tetrahydro-1,4-benzoxazepin-7-ylamine). RXN SMILES: [CH:1]([N:4]1[CH2:10][C:9]2[CH:11]=[C:12]([N+:15]([O-])=O)[CH:13]=[CH:14][C:8]=2[O:7][CH2:6][CH2:5]1)([CH3:3])[CH3:2].C(O)(=O)C.[OH-].[NH4+]>CO.O.[Zn]>[CH:1]([N:4]1[CH2:10][C:9]2[CH:11]=[C:12]([NH2:15])[CH:13]=[CH:14][C:8]=2[O:7][CH2:6][CH2:5]1)([CH3:3])[CH3:2] |f:2.3|. Procedure details: To 4-isopropyl-7-nitro-2,3,4,5-tetrahydro-1,4-benzoxazepine (17.46 g) in methanol (1.5 1) was added acetic acid (36 ml) and zinc dust (36 g) portionwise, and the mixture was stirred for 3 h. The mixture was diluted with water (1 1), basified with conc. ammonium hydroxide (250 ml), and extracted with ethyl acetate (5×250 ml). The extracts were dried with magnesium sulfate, filtered and concentrated to an oil (11.34 g, 74%) which was used immediately in the next step.